From a dataset of the Open Reaction Database (ORD), a public repository of structured organic reaction records. describe an organic reaction: reactants, conditions, products, and yield The reactants are C(C=O)(=O)OCC (ethyl glyoxylate), C(C)(=O)O (acetic acid), NC=1C(=NC=C(C1)Cl)OCC(=O)N1[C@@H](CN([C@H](C1)C)CC1=CC=C(C=C1)F)C (2-(3-amino-5-chloro-pyridin-2-yloxy)-1-[4-(4-fluoro-benzyl)-(2R,5S)-2,5-dimethyl-piperazin-1-yl]-ethanone), C(C=O)(=O)OCC (ethyl glyoxylate), C(C)(=O)O (acetic acid), C(C)(=O)O[BH-](OC(C)=O)OC(C)=O.[Na+] (sodium triacetoxyborohydride), C(#N)[BH3-].[Na+] (sodium cyanoborohydride). The solvent is O (water), ClCCCl (1,2-dichloroethane). Run at time 18 hour. Product: C(C)OC(CNC=1C(=NC=C(C1)Cl)OCC(=O)N1[C@@H](CN([C@H](C1)C)CC1=CC=C(C=C1)F)C)=O ((5-Chloro-2-{2-[4-(4-fluoro-benzyl)-(2R,5S)-2,5-dimethyl-piperazin-1-yl]-2-oxo-ethoxy}-pyridin-3-ylamino)-acetic acid ethyl ester). The yield is 66.3%. Reaction SMILES: [NH2:1][C:2]1[C:3]([O:9][CH2:10][C:11]([N:13]2[CH2:18][C@H:17]([CH3:19])[N:16]([CH2:20][C:21]3[CH:26]=[CH:25][C:24]([F:27])=[CH:23][CH:22]=3)[CH2:15][C@H:14]2[CH3:28])=[O:12])=[N:4][CH:5]=[C:6]([Cl:8])[CH:7]=1.[C:29]([O:33][CH2:34][CH3:35])(=[O:32])[CH:30]=O.C(O)(=O)C.C(O[BH-](OC(=O)C)OC(=O)C)(=O)C.[Na+].C([BH3-])#N.[Na+]>ClCCCl.O>[CH2:34]([O:33][C:29](=[O:32])[CH2:30][NH:1][C:2]1[C:3]([O:9][CH2:10][C:11]([N:13]2[CH2:18][C@H:17]([CH3:19])[N:16]([CH2:20][C:21]3[CH:22]=[CH:23][C:24]([F:27])=[CH:25][CH:26]=3)[CH2:15][C@H:14]2[CH3:28])=[O:12])=[N:4][CH:5]=[C:6]([Cl:8])[CH:7]=1)[CH3:35] |f:3.4,5.6|. Procedure details: To a solution of 2-(3-amino-5-chloro-pyridin-2-yloxy)-1-[4-(4-fluoro-benzyl)-(2R,5S)-2,5-dimethyl-piperazin-1-yl]-ethanone (0.105 g, 0.26 mmol) in 1,2-dichloroethane (2 mL) was added ethyl glyoxylate (0.050 mL, ˜0.5 mmol, 50% solution in toluene), acetic acid (0.016 mL, 0.28 mmol) and sodium triacetoxyborohydride (0.085 g, 0.40 mmol). The reaction was stirred at ambient temperature for 18 hours. Additional ethyl glyoxylate (0.050 mL, ˜0.5 mmol, 50% solution in toluene) and acetic acid (0.016 mL,... Starting materials: CCOC(=O)C1Oc2cccc(OC)c2C=C1CNC(CC1CCCCC1)C(=O)OC, CC#N. The product is COC(=O)C(CC1CCCCC1)N1CC2=Cc3c(OC)cccc3OC2C1=O. As a reaction SMILES: [CH2:1]([O:3][C:4](=[O:2])[CH:6]1[O:7][c:8]2[cH:9][cH:10][cH:11][c:12]([O:30][CH3:31])[c:13]2[CH:14]=[C:15]1[CH2:16][NH:17][CH:18]([CH2:19][CH:20]1[CH2:21][CH2:22][CH2:23][CH2:24][CH2:25]1)[C:26](=[O:27])[O:28][CH3:29])[CH3:5].[CH3:32][C:33]#[N:34]>>[O:3]=[C:4]1[CH:6]2[O:7][c:8]3[cH:9][cH:10][cH:11][c:12]([O:30][CH3:31])[c:13]3[CH:14]=[C:15]2[CH2:16][N:17]1[CH:18]([CH2:19][CH:20]1[CH2:21][CH2:22][CH2:23][CH2:24][CH2:25]1)[C:26](=[O:27])[O:28][CH3:29]. As a reaction SMILES: [F:1][C:2]1[CH:3]=[C:4]2[C:8](=[CH:9][CH:10]=1)[NH:7][C:6](=[O:11])[C:5]2=O.Cl.[NH2:14][CH2:15][C:16]([C:18]1[CH:23]=[CH:22][C:21]([I:24])=[CH:20][CH:19]=1)=O.[OH2:25]>>[NH2:14][C:15]1[C:16]([C:18]2[CH:23]=[CH:22][C:21]([I:24])=[CH:20][CH:19]=2)=[N:7][C:8]2[C:4]([C:5]=1[C:6]([OH:11])=[O:25])=[CH:3][C:2]([F:1])=[CH:10][CH:9]=2 |f:1.2|. Procedure details: A basic aqueous solution of 3.8 g of 5-fluoroisatin in water was reacted with 9.8 g of 2-amino-1-(4-iodophenyl)ethanone hydrochloride by the procedure described in example 41, giving 7.0 g of the desiredcompound as a yellow solid, mp 251°-253° C. Product: NC=1C(=NC2=CC=C(C=C2C1C(=O)O)F)C1=CC=C(C=C1)I (3-Amino-6-fluoro-2-(4-iodophenyl)-4-quinolinecarboxylic acid). The reactants are FC=1C=C2C(C(NC2=CC1)=O)=O (5-fluoroisatin), Cl.NCC(=O)C1=CC=C(C=C1)I (2-amino-1-(4-iodophenyl)ethanone hydrochloride), O (water). Starting materials: CCOc1cc(C(C)(C)C)ncc1C1=NC(C)(c2ccc(Cl)cc2)C(C)(c2ccc(Cl)cc2)N1C(=O)N1CCN(CC(=O)O)CC1, Cl, Nc1ccccc1. Product: CCOc1cc(C(C)(C)C)ncc1C1=NC(C)(c2ccc(Cl)cc2)C(C)(c2ccc(Cl)cc2)N1C(=O)N1CCN(CC(=O)Nc2ccccc2)CC1. RXN SMILES: [C:2]([CH3:3])([CH3:4])([CH3:5])[c:6]1[cH:7][c:8]([O:45][CH2:46][CH3:47])[c:9]([C:12]2=[N:16][C:15]([CH3:17])([c:18]3[cH:19][cH:20][c:21]([Cl:24])[cH:22][cH:23]3)[C:14]([CH3:25])([c:26]3[cH:27][cH:28][c:29]([Cl:32])[cH:30][cH:31]3)[N:13]2[C:33](=[O:34])[N:35]2[CH2:36][CH2:37][N:38]([CH2:41][C:42](=[O:43])[OH:44])[CH2:39][CH2:40]2)[cH:10][n:11]1.[ClH:1].[NH2:48][c:49]1[cH:50][cH:51][cH:52][cH:53][cH:54]1>>[C:2]([CH3:3])([CH3:4])([CH3:5])[c:6]1[cH:7][c:8]([O:45][CH2:46][CH3:47])[c:9]([C:12]2=[N:16][C:15]([CH3:17])([c:18]3[cH:19][cH:20][c:21]([Cl:24])[cH:22][cH:23]3)[C:14]([CH3:25])([c:26]3[cH:27][cH:28][c:29]([Cl:32])[cH:30][cH:31]3)[N:13]2[C:33](=[O:34])[N:35]2[CH2:36][CH2:37][N:38]([CH2:41][C:42](=[O:44])[NH:48][c:49]3[cH:50][cH:51][cH:52][cH:53][cH:54]3)[CH2:39][CH2:40]2)[cH:10][n:11]1. Reactants: C[Si](C#C)(C)C (Trimethyl silyl acetylene), BrC=1C=CC(=C(C#N)C1)OC(C)C (5-bromo-2-isopropoxybenzonitrile), resultant mixture. Reagents/catalysts: [Cu]I (copper (I) iodide), Cl[Pd]([P](C1=CC=CC=C1)(C2=CC=CC=C2)C3=CC=CC=C3)([P](C4=CC=CC=C4)(C5=CC=CC=C5)C6=CC=CC=C6)Cl (dichlorobis-(triphenylphosphine)palladium(II)). Run in O1CCCC1 (tetrahydrofuran). Yields the product C(C)(C)OC1=C(C#N)C=C(C=C1)C#C[Si](C)(C)C (2-isopropoxy-5-((trimethylsilyl)ethynyl)benzonitrile). Reaction SMILES: Br[C:2]1[CH:3]=[CH:4][C:5]([O:10][CH:11]([CH3:13])[CH3:12])=[C:6]([CH:9]=1)[C:7]#[N:8].[CH3:14][Si:15]([CH3:19])([CH3:18])[C:16]#[CH:17]>O1CCCC1.[Cu]I.Cl[Pd](Cl)([P](C1C=CC=CC=1)(C1C=CC=CC=1)C1C=CC=CC=1)[P](C1C=CC=CC=1)(C1C=CC=CC=1)C1C=CC=CC=1>[CH:11]([O:10][C:5]1[CH:4]=[CH:3][C:2]([C:17]#[C:16][Si:15]([CH3:19])([CH3:18])[CH3:14])=[CH:9][C:6]=1[C:7]#[N:8])([CH3:13])[CH3:12] |^1:29,48|. Reported procedure: A solution of 5-bromo-2-isopropoxybenzonitrile (1.0 g, 4.16 mmol) in tetrahydrofuran was treated with copper (I) iodide (0.158 g, 0.83 mmol) and then purged with Argon for 5 minutes. Trimethyl silyl acetylene (2.85 g, 29.16 mmol) was then added followed by dichlorobis-(triphenylphosphine)palladium(II) (0.291 g, 0.41 mmol). The resultant mixture was heated at 80° C. overnight in a sealed tube. The mixture was evaporated and purified by column chromatography to give 2-isopropoxy-5-((trimethylsilyl... Reaction SMILES: [Br-:14].[Br:12][Br:13].[F:1][c:2]1[cH:3][cH:4][cH:5][c:6]2[c:10]1[NH:9][C:8](=[O:11])[CH2:7]2.[K+:15].[OH2:16]>>[F:1][c:2]1[cH:3][c:4]([Br:12])[cH:5][c:6]2[c:10]1[NH:9][C:8](=[O:11])[CH2:7]2. Starting materials: [Br-], BrBr, O=C1Cc2cccc(F)c2N1, [K+], O. Yields the product O=C1Cc2cc(Br)cc(F)c2N1.